Dataset: the Open Reaction Database (ORD), a public repository of structured organic reaction records. Task: describe an organic reaction: reactants, conditions, products, and yield Reactants: Nc1nc(=O)[nH]cc1Br, CC(=O)OC1OC(C)C(OC(C)=O)C1OC(C)=O, ClCCl. The product is CC(=O)OC1C(C)OC(n2cc(Br)c(N)nc2=O)C1OC(C)=O. Reaction SMILES: [Br:1][c:2]1[c:3]([NH2:9])[n:4][c:5](=[O:8])[nH:6][cH:7]1.[C:10]([O:11][CH:14]1[CH:15]([O:16][C:17]([CH3:18])=[O:19])[CH:20]([O:21][C:22]([CH3:23])=[O:24])[CH:25]([CH3:27])[O:26]1)(=[O:12])[CH3:13].[Cl:28][CH2:29][Cl:30]>>[Br:1][c:2]1[c:3]([NH2:9])[n:4][c:5](=[O:8])[n:6]([CH:14]2[CH:15]([O:16][C:17]([CH3:18])=[O:19])[CH:20]([O:21][C:22]([CH3:23])=[O:24])[CH:25]([CH3:27])[O:26]2)[cH:7]1.